This data is from the Open Reaction Database (ORD), a public repository of structured organic reaction records. The task is: describe an organic reaction: reactants, conditions, products, and yield The reactants are 1-cyclopentyl-6-[(3,4-trans)-4-methyl-1-(pyridin-3-ylmethyl)pyrrolidin-3-yl]-1,5-dihydro-4H-pyrazolo[3,4-d]pyrimidin-4-one, C(C)(C)N1N=CC2=C1N=C(NC2=O)[C@@H]2CNC[C@H]2C (1-isopropyl-6-[(3S,4S)-4-methylpyrrolidin-3-yl]-1H-pyrazolo[3,4-d]pyrimidin-4(5H)-one), CC=1N=CC(=NC1)C=O (5-methylpyrazine-2-carbaldehyde). Yields the product C(C)(C)N1N=CC2=C1N=C(NC2=O)[C@@H]2CN(C[C@H]2C)CC2=NC=C(N=C2)C (1-isopropyl-6-{(3S,4S)-4-methyl-1-[(5methylpyrazin-2-yl)methyl]pyrrolidin-3-yl}-1,5-dihydro-4H-pyrazolo[3,4-d]pyrimidin-4-one). Reaction SMILES: [CH:1]([N:4]1[C:8]2[N:9]=[C:10]([C@H:14]3[C@H:18]([CH3:19])[CH2:17][NH:16][CH2:15]3)[NH:11][C:12](=[O:13])[C:7]=2[CH:6]=[N:5]1)([CH3:3])[CH3:2].[CH3:20][C:21]1[N:22]=[CH:23][C:24]([CH:27]=O)=[N:25][CH:26]=1>>[CH:1]([N:4]1[C:8]2[N:9]=[C:10]([C@H:14]3[C@H:18]([CH3:19])[CH2:17][N:16]([CH2:20][C:21]4[CH:26]=[N:25][C:24]([CH3:27])=[CH:23][N:22]=4)[CH2:15]3)[NH:11][C:12](=[O:13])[C:7]=2[CH:6]=[N:5]1)([CH3:3])[CH3:2]. Procedure: Following the procedure for the preparation of 1-cyclopentyl-6-[(3,4-trans)-4-methyl-1-(pyridin-3-ylmethyl)pyrrolidin-3-yl]-1,5-dihydro-4H-pyrazolo[3,4-d]pyrimidin-4-one but substituting 1-isopropyl-6-[(3S,4S)-4-methylpyrrolidin-3-yl]-1H-pyrazolo[3,4-d]pyrimidin-4(5H)-one and 5-methylpyrazine-2-carbaldehyde provided the title compound. 400 MHz 1H NMR (CDCl3) δ 11.4 (brs, 1H), 8.49 (s, 1H), 8.44 (s, 1H), 7.99 (s, 1H), 5.00-4.93 (m, 1H), 4.00-3.97 (m, 1H), 3.78-3.67 (m, 1H), 3.33 (t, J=8.3 Hz, 1H)... The reactants are O=C1CCC(=O)N1Br, O=C(OOC(=O)c1ccccc1)c1ccccc1, ClC(Cl)(Cl)Cl, CCOC(=O)Cn1c(=O)c2cc(C)ccc2n(Cc2ccc(Cl)c(Cl)c2)c1=O. Reaction SMILES: [Br:29][N:30]1[C:31](=[O:32])[CH2:33][CH2:34][C:35]1=[O:36].[C:37]([O:38][O:39][C:40](=[O:41])[c:42]1[cH:43][cH:44][cH:45][cH:46][cH:47]1)(=[O:48])[c:49]1[cH:50][cH:51][cH:52][cH:53][cH:54]1.[C:55]([Cl:56])([Cl:57])([Cl:58])[Cl:59].[Cl:1][c:2]1[cH:3][c:4]([CH2:9][n:10]2[c:11](=[O:28])[n:12]([CH2:22][C:23](=[O:24])[O:25][CH2:26][CH3:27])[c:13](=[O:21])[c:14]3[cH:15][c:16]([CH3:20])[cH:17][cH:18][c:19]23)[cH:5][cH:6][c:7]1[Cl:8]>>[Cl:1][c:2]1[cH:3][c:4]([CH2:9][n:10]2[c:11](=[O:28])[n:12]([CH2:22][C:23](=[O:24])[O:25][CH2:26][CH3:27])[c:13](=[O:21])[c:14]3[cH:15][c:16]([CH2:20][Br:29])[cH:17][cH:18][c:19]23)[cH:5][cH:6][c:7]1[Cl:8]. The product is CCOC(=O)Cn1c(=O)c2cc(CBr)ccc2n(Cc2ccc(Cl)c(Cl)c2)c1=O. Reactants: Cl.NC1=C(C(=NC(=N1)SCC1=NC(=CC=C1)CN1CCNCC1)C1=CC=C(C=C1)NC(C)=O)C#N (N-{4-[6-amino-5-cyano-2-(6-piperazin-1-ylmethylpyridin-2-ylmethyl-sulfanyl)pyrimidin-4-yl]phenyl}acetamide hydrochloride), C(C1=CC=CC=C1)(=O)O (benzoic acid), C=1C=CC2=C(C1)N=NN2O (HOBt), CCN=C=NCCCN(C)C (WSC). Solvent: CN(C)C=O (DMF), C(C)N(CC)CC (triethylamine). The product is NC1=C(C(=NC(=N1)SCC1=NC(=CC=C1)CN1CCN(CC1)C(C1=CC=CC=C1)=O)C1=CC=C(C=C1)NC(C)=O)C#N (N-(4-{6-amino-2-[6-(4-benzoylpiperazin-1-ylmethyl)pyridin-2-ylmethylsulfanyl]-5-cyanopyrimidin-4-yl}phenyl)acetamide). Isolated yield 90.3%. RXN SMILES: Cl.[NH2:2][C:3]1[N:8]=[C:7]([S:9][CH2:10][C:11]2[CH:16]=[CH:15][CH:14]=[C:13]([CH2:17][N:18]3[CH2:23][CH2:22][NH:21][CH2:20][CH2:19]3)[N:12]=2)[N:6]=[C:5]([C:24]2[CH:29]=[CH:28][C:27]([NH:30][C:31](=[O:33])[CH3:32])=[CH:26][CH:25]=2)[C:4]=1[C:34]#[N:35].[C:36](O)(=[O:43])[C:37]1[CH:42]=[CH:41][CH:40]=[CH:39][CH:38]=1.C1C=CC2N(O)N=NC=2C=1.CCN=C=NCCCN(C)C>CN(C=O)C.C(N(CC)CC)C>[NH2:2][C:3]1[N:8]=[C:7]([S:9][CH2:10][C:11]2[CH:16]=[CH:15][CH:14]=[C:13]([CH2:17][N:18]3[CH2:19][CH2:20][N:21]([C:36](=[O:43])[C:37]4[CH:42]=[CH:41][CH:40]=[CH:39][CH:38]=4)[CH2:22][CH2:23]3)[N:12]=2)[N:6]=[C:5]([C:24]2[CH:29]=[CH:28][C:27]([NH:30][C:31](=[O:33])[CH3:32])=[CH:26][CH:25]=2)[C:4]=1[C:34]#[N:35] |f:0.1|. Procedure details: The compound of Example 18 (292 mg), benzoic acid (61 mg) and triethylamine (0.2 mL) was dissolved in 3 mL of DMF, to the above solution, 80 mg of HOBt was added under stirring at ice temperature. After stirring the mixture at the same temperature for 15 minutes, thereto 115 mg of WSC was added, and the mixture was stirred at room temperature overnight. The reaction solution was evaporated to dryness under reduced pressure, and ice-water was added to the resulting residue, and the mixture was ex... Starting materials: CCCC[SnH](CCCC)CCCC, COc1ccc(CCC(N)=O)cc1OC, C1CCOC1. The product is CCCC[Sn](CCCC)(CCCC)C(=Cc1ccc(OC)c(OC)c1)C(N)=O. Reaction SMILES: [CH2:16]([CH2:17][CH2:18][CH3:19])[SnH:20]([CH2:21][CH2:22][CH2:23][CH3:24])[CH2:25][CH2:26][CH2:27][CH3:28].[CH3:1][O:2][c:3]1[cH:4][c:5]([CH2:11][CH2:12][C:13](=[O:14])[NH2:15])[cH:6][cH:7][c:8]1[O:9][CH3:10].[O:29]1[CH2:30][CH2:31][CH2:32][CH2:33]1>>[CH3:1][O:2][c:3]1[cH:4][c:5]([CH:11]=[C:12]([C:13](=[O:14])[NH2:15])[Sn:20]([CH2:16][CH2:17][CH2:18][CH3:19])([CH2:21][CH2:22][CH2:23][CH3:24])[CH2:25][CH2:26][CH2:27][CH3:28])[cH:6][cH:7][c:8]1[O:9][CH3:10]. Reactants: CC(C)(C)OC(=O)N1CCC(NC(=O)OCc2ccccc2)(C(=O)O)CC1, COCCOC, N. Product: CC(C)(C)OC(=O)N1CCC(NC(=O)OCc2ccccc2)(C(N)=O)CC1. As a reaction SMILES: [CH2:1]([c:2]1[cH:3][cH:4][cH:5][cH:6][cH:7]1)[O:8][C:9](=[O:10])[NH:11][C:12]1([C:25](=[O:26])[OH:27])[CH2:13][CH2:14][N:15]([C:18](=[O:19])[O:20][C:21]([CH3:22])([CH3:23])[CH3:24])[CH2:16][CH2:17]1.[CH3:29][O:30][CH2:31][CH2:32][O:33][CH3:34].[NH3:28]>>[CH2:1]([c:2]1[cH:3][cH:4][cH:5][cH:6][cH:7]1)[O:8][C:9](=[O:10])[NH:11][C:12]1([C:25](=[O:27])[NH2:28])[CH2:13][CH2:14][N:15]([C:18](=[O:19])[O:20][C:21]([CH3:22])([CH3:23])[CH3:24])[CH2:16][CH2:17]1. The product is CC=1C=CC=C2C(=NC=NC12)Cl (8-methyl 4 chloro quinazoline). The solvent is C(C)O (ethanol). Reactants: ClC1=NC(NC2=CC=C(C=C12)C)=O (4-chloro 6-methyl quinazolone), FC(C=1C=C(N)C=CC1)(F)F (m-trifluoromethylaniline). RXN SMILES: [Cl:1][C:2]1[C:11]2[C:6](=[CH:7][CH:8]=[C:9](C)[CH:10]=2)[NH:5][C:4](=O)[N:3]=1.F[C:15](F)(F)C1C=C(C=CC=1)N>C(O)C>[CH3:15][C:7]1[CH:8]=[CH:9][CH:10]=[C:11]2[C:6]=1[N:5]=[CH:4][N:3]=[C:2]2[Cl:1]. Reported procedure: 0.45 g of 4-chloro 6-methyl quinazolone and 0.405 g, of m-trifluoromethylaniline in 20 ml ethanol were refluxed 1 hour. Treatment with aqueous Na2CO3 and extraction with CH2Cl2 gave 0.2 g of P15 as a white solid, mp-215° C., as the free base. NMR CDCl3 δ 8.78 (1H,S), 8.06 (2H,m), 7.86(1H,d,J=7.6 Hz), 7.65 (2H,m), 7.54(1H,t,J=8.0 Hz), 7.42 (1H,m), 2.58 (3H,S).